Dataset: the Open Reaction Database (ORD), a public repository of structured organic reaction records. Task: describe an organic reaction: reactants, conditions, products, and yield The reactants are N1=CC=CC=C1 (pyridine), C(C)(C)(C)C=1C=C(C=CC1)NC(=O)C1CC2=CC(=CC=C2CC1)OC1=CC(=NC=C1)N=C=O (N-(3-tert-butylphenyl)-7-[(2-isocyanatopyridin-4-yl)oxy]-1,2,3,4-tetrahydronaphthalene-2-carboxamide), N1=CC=CC=C1 (pyridine), CC1(OC[C@@H](O1)CO)C ([(4S)-2,2-dimethyl-1,3-dioxolan-4-yl]methanol), N1=CC=CC=C1 (pyridine). The reagents and catalysts are CC1(OC[C@@H](O1)CO)C ([(4S)-2,2-dimethyl-1,3-dioxolan-4-yl]methanol), CC1(OC[C@@H](O1)CO)C ([(4S)-2,2-dimethyl-1,3-dioxolan-4-yl]methanol). Run in CCOC(=O)C (EtOAc), C1CCOC1 (THF). Run at time 2 hour. The product is C(C)(C)(C)C=1C=C(C=CC1)NC(=O)C1CCC=2C=CC(=CC2C1)OC1=CC(=NC=C1)NC(OC[C@@H]1OC(OC1)(C)C)=O ([(4R)-2,2-dimethyl-1,3-dioxolan-4-yl]methyl {4-[(7-{[(3-tert-butylphenyl)amino]carbonyl}-5,6,7,8-tetrahydronaphthalen-2-yl)-oxy]pyridin-2-yl}carbamate). The yield is 90.3%. As a reaction SMILES: [C:1]([C:5]1[CH:6]=[C:7]([NH:11][C:12]([CH:14]2[CH2:23][CH2:22][C:21]3[C:16](=[CH:17][C:18]([O:24][C:25]4[CH:30]=[CH:29][N:28]=[C:27]([N:31]=[C:32]=[O:33])[CH:26]=4)=[CH:19][CH:20]=3)[CH2:15]2)=[O:13])[CH:8]=[CH:9][CH:10]=1)([CH3:4])([CH3:3])[CH3:2].[CH3:34][C:35]1([CH3:42])[O:39][C@@H:38]([CH2:40][OH:41])[CH2:37][O:36]1.N1C=CC=CC=1>C1COCC1.CCOC(C)=O.CC1(C)O[C@@H](CO)CO1>[C:1]([C:5]1[CH:6]=[C:7]([NH:11][C:12]([CH:14]2[CH2:15][C:16]3[CH:17]=[C:18]([O:24][C:25]4[CH:30]=[CH:29][N:28]=[C:27]([NH:31][C:32](=[O:33])[O:41][CH2:40][C@H:38]5[CH2:37][O:36][C:35]([CH3:42])([CH3:34])[O:39]5)[CH:26]=4)[CH:19]=[CH:20][C:21]=3[CH2:22][CH2:23]2)=[O:13])[CH:8]=[CH:9][CH:10]=1)([CH3:4])([CH3:2])[CH3:3]. Reported procedure: A solution of N-(3-tert-butylphenyl)-7-[(2-isocyanatopyridin-4-yl)oxy]-1,2,3,4-tetrahydronaphthalene-2-carboxamide (250 mg, 0.56 mmol), [(4S)-2,2-dimethyl-1,3-dioxolan-4-yl]methanol (150 mg, 1.13 mmol) and pyridine (0.091 mL, 1.13 mmol) in THF (10 mL) was allowed to stir at rt. After 2 h, additional pyridine (0.14 mL) and [(4S)-2,2-dimethyl-1,3-dioxolan-4-yl]methanol (0.220 mg) were added. The reaction mixture was heated at 70° C. overnight and then another portion of pyridine (0.10 mL) and [(4S...